Dataset: the Open Reaction Database (ORD), a public repository of structured organic reaction records. Task: describe an organic reaction: reactants, conditions, products, and yield Reactants: O=C(OOC(=O)c1ccccc1)c1ccccc1, ClC(Cl)(Cl)Cl, Cc1cc(C)nc(N2C(=O)c3ccccc3C2=O)c1, O=C1CCC(=O)N1Cl. Product: Cc1cc(CCl)cc(N2C(=O)c3ccccc3C2=O)n1. RXN SMILES: [C:28]([O:29][O:30][C:31](=[O:32])[c:33]1[cH:34][cH:35][cH:36][cH:37][cH:38]1)(=[O:39])[c:40]1[cH:41][cH:42][cH:43][cH:44][cH:45]1.[C:46]([Cl:47])([Cl:48])([Cl:49])[Cl:50].[CH3:1][c:2]1[cH:3][c:4]([N:9]2[C:10](=[O:19])[c:11]3[cH:12][cH:13][cH:14][cH:15][c:16]3[C:17]2=[O:18])[n:5][c:6]([CH3:8])[cH:7]1.[Cl:20][N:21]1[C:22](=[O:23])[CH2:24][CH2:25][C:26]1=[O:27]>>[CH2:1]([c:2]1[cH:3][c:4]([N:9]2[C:10](=[O:19])[c:11]3[cH:12][cH:13][cH:14][cH:15][c:16]3[C:17]2=[O:18])[n:5][c:6]([CH3:8])[cH:7]1)[Cl:20]. The reactants are COc1cccc(CC(=O)Cl)c1, ClCCl, CC(C)Cc1nc(N)cc(N)c1C#N, O, c1ccncc1. Yields the product COc1cccc(CC(=O)Nc2cc(N)c(C#N)c(CC(C)C)n2)c1. RXN SMILES: [CH3:21][O:22][c:23]1[cH:24][c:25]([CH2:29][C:30](=[O:31])[Cl:32])[cH:26][cH:27][cH:28]1.[Cl:34][CH2:35][Cl:36].[NH2:1][c:2]1[cH:3][c:4]([NH2:14])[n:5][c:6]([CH2:10][CH:11]([CH3:12])[CH3:13])[c:7]1[C:8]#[N:9].[OH2:33].[cH:15]1[cH:16][cH:17][n:18][cH:19][cH:20]1>>[NH2:1][c:2]1[cH:3][c:4]([NH:14][C:30]([CH2:29][c:25]2[cH:24][c:23]([O:22][CH3:21])[cH:28][cH:27][cH:26]2)=[O:31])[n:5][c:6]([CH2:10][CH:11]([CH3:12])[CH3:13])[c:7]1[C:8]#[N:9]. Starting materials: C1(\C=C/C(=O)O1)=O (maleic anhydride), C(CCCCCCC\C=C/CCCCCCCC)O (oleyl alcohol), O.C1(=CC=C(C=C1)S(=O)(=O)O)C (p-toluenesulfonic acid monohydrate). Run in C1(=CC=CC=C1)C (toluene). Product: C(\C=C/C(=O)OCCCCCCCC\C=C/CCCCCCCC)(=O)OCCCCCCCC\C=C/CCCCCCCC (Dioleyl maleate). RXN SMILES: [C:1]1(=[O:7])[O:6][C:4](=[O:5])[CH:3]=[CH:2]1.[CH2:8]([OH:26])[CH2:9][CH2:10][CH2:11][CH2:12][CH2:13][CH2:14][CH2:15]/[CH:16]=[CH:17]\[CH2:18][CH2:19][CH2:20][CH2:21][CH2:22][CH2:23][CH2:24][CH3:25].O.[C:28]1([CH3:38])[CH:33]=[CH:32][C:31](S(O)(=O)=O)=[CH:30][CH:29]=1>C1(C)C=CC=CC=1>[C:4]([O:6][CH2:18][CH2:17][CH2:16][CH2:15][CH2:14][CH2:13][CH2:12][CH2:11]/[CH:10]=[CH:9]\[CH2:8][CH2:29][CH2:30][CH2:31][CH2:32][CH2:33][CH2:28][CH3:38])(=[O:5])/[CH:3]=[CH:2]\[C:1]([O:26][CH2:8][CH2:9][CH2:10][CH2:11][CH2:12][CH2:13][CH2:14][CH2:15]/[CH:16]=[CH:17]\[CH2:18][CH2:19][CH2:20][CH2:21][CH2:22][CH2:23][CH2:24][CH3:25])=[O:7] |f:2.3|. Procedure: A mixture of maleic anhydride (88.25 g), oleyl alcohol (483.28 g), p-toluenesulfonic acid monohydrate (8.56 g), and toluene (650 mL) was refluxed under nitrogen. Water was separated from the distillate in a Barrett distilling receiver. When the theoretical amount of water (17 g) was collected, the heating was stopped and the toluene removed in vacuo on a rotary evaporator. The product was a brown oil (532 g) and was used in Example 4 without further purification.